This data is from the Open Reaction Database (ORD), a public repository of structured organic reaction records. The task is: describe an organic reaction: reactants, conditions, products, and yield Reactants: [F-].C(CCC)[N+](CCCC)(CCCC)CCCC (tetrabutylammonium fluoride), C(C)(C)(C)[Si](O[C@H]1C[C@@H](O[C@@]1(CO[Si](C1=CC=CC=C1)(C1=CC=CC=C1)C(C)(C)C)C(NCC1=CC=CC=C1)NCC1=CC=CC=C1)N1C(=O)NC(=O)C(C)=C1)(C)C (3′-O-[(tertbutyl)dimethylsilyl]-5′-O-[(tertbutyl)diphenylsilyl]-4′-C-(1,1′-diphenylmethylaminomethyl)thymidine), CO (Methanol). Run in O1CCCC1 (tetrahydrofuran), O1CCCC1 (tetrahydrofuran). Run at time 3 hour. Product: C1(=CC=CC=C1)CNC(NCC1=CC=CC=C1)[C@]1([C@H](C[C@@H](O1)N1C(=O)NC(=O)C(C)=C1)O)CO (4′-C-(1,1′-diphenylmethylaminomethyl)thymidine). The yield is 92.9%. Reaction SMILES: C([Si](C)(C)[O:6][C@@H:7]1[C@@:11]([CH:31]([NH:40][CH2:41][C:42]2[CH:47]=[CH:46][CH:45]=[CH:44][CH:43]=2)[NH:32][CH2:33][C:34]2[CH:39]=[CH:38][CH:37]=[CH:36][CH:35]=2)([CH2:12][O:13][Si](C(C)(C)C)(C2C=CC=CC=2)C2C=CC=CC=2)[O:10][C@@H:9]([N:48]2[CH:56]=[C:54]([CH3:55])[C:52](=[O:53])[NH:51][C:49]2=[O:50])[CH2:8]1)(C)(C)C.[F-].C([N+](CCCC)(CCCC)CCCC)CCC.CO>O1CCCC1>[C:34]1([CH2:33][NH:32][CH:31]([C@:11]2([CH2:12][OH:13])[O:10][C@@H:9]([N:48]3[CH:56]=[C:54]([CH3:55])[C:52](=[O:53])[NH:51][C:49]3=[O:50])[CH2:8][C@@H:7]2[OH:6])[NH:40][CH2:41][C:42]2[CH:43]=[CH:44][CH:45]=[CH:46][CH:47]=2)[CH:39]=[CH:38][CH:37]=[CH:36][CH:35]=1 |f:1.2|. Reported procedure: 3′-O-[(tertbutyl)dimethylsilyl]-5′-O-[(tertbutyl)diphenylsilyl]-4′-C-(1,1′-diphenylmethylaminomethyl)thymidine (2) (1.2 g, 1.5 mmol) was dissolved in tetrahydrofuran (50 mL) at ambient temperature. A solution of tetrabutylammonium fluoride in tetrahydrofuran (4.5 mL) was then added to the solution. The resulting mixture was stirred for 3 hours at ambient temperature. Methanol (5 mL) was then added and the reaction mixture concentrated under vacuum. The residue was purified by flash column chroma... Starting materials: C(#N)C=1C=C(C=CC1)C(N1CCNCC1)C1=CC=C(C(=O)N(CC)CC)C=C1 (4-[(3-cyanophenyl)-1-piperazinylmethyl]-N,N-diethyl-benzamide), O1C(=CC=C1)C=O (2-furaldehyde), C(C)(=O)O[BH-](OC(C)=O)OC(C)=O.[Na+] (sodium triacetoxyborohydride). The solvent is ClCCCl (1,2-dichloroethane), ClCCl (dichloromethane). The product is C(C)N(C(=O)C1=CC=C(C=C1)C(C=1C=C(C#N)C=CC1)N1CCN(CC1)CC=1OC=CC1)CC (3-{(4-[(diethylamino)carbonyl]phenyl)[4-(2-furylmethyl)-piperazin-1-yl]methyl}benzonitrile). The yield is 53.0%. Reaction SMILES: [C:1]([C:3]1[CH:4]=[C:5]([CH:9]([C:16]2[CH:28]=[CH:27][C:19]([C:20]([N:22]([CH2:25][CH3:26])[CH2:23][CH3:24])=[O:21])=[CH:18][CH:17]=2)[N:10]2[CH2:15][CH2:14][NH:13][CH2:12][CH2:11]2)[CH:6]=[CH:7][CH:8]=1)#[N:2].[O:29]1[CH:33]=[CH:32][CH:31]=[C:30]1[CH:34]=O.C(O[BH-](OC(=O)C)OC(=O)C)(=O)C.[Na+]>ClCCCl.ClCCl>[CH2:25]([N:22]([CH2:23][CH3:24])[C:20]([C:19]1[CH:27]=[CH:28][C:16]([CH:9]([N:10]2[CH2:11][CH2:12][N:13]([CH2:34][C:30]3[O:29][CH:33]=[CH:32][CH:31]=3)[CH2:14][CH2:15]2)[C:5]2[CH:4]=[C:3]([CH:8]=[CH:7][CH:6]=2)[C:1]#[N:2])=[CH:17][CH:18]=1)=[O:21])[CH3:26] |f:2.3|. Procedure details: To a solution of INTERMEDIATE 3 (567 mg) in 1,2-dichloroethane (15 mL) was added 2-furaldehyde (160 μL, 1.3 eq) and sodium triacetoxyborohydride (450 mg, 1.4 eq). After 3 days the reaction was diluted with dichloromethane (50 mL) and washed with saturated aqueous sodium bicarbonate. The aqueous layer was washed with dichloromethane (2×25 mL) and the combined organic extracts were dried (NgSO4), filtered and concentrated. The residue was purified by flash chromatography, eluting 5% methanol in di... The reactants are COC1OC(=O)c2ccc3cc(Br)ccc3c21, C1CCOC1, CO, CN. The product is CN1C(=O)c2ccc3cc(Br)ccc3c2C1O. As a reaction SMILES: [Br:1][c:2]1[cH:3][c:4]2[cH:5][cH:6][c:7]3[c:8]([c:15]2[cH:16][cH:17]1)[CH:9]([O:13][CH3:14])[O:10][C:11]3=[O:12].[CH2:22]1[O:23][CH2:24][CH2:25][CH2:26]1.[CH3:18][OH:19].[CH3:20][NH2:21]>>[Br:1][c:2]1[cH:3][c:4]2[cH:5][cH:6][c:7]3[c:8]([c:15]2[cH:16][cH:17]1)[CH:9]([OH:10])[N:21]([CH3:20])[C:11]3=[O:12]. Starting materials: C(C)(=O)[O-].[Na+] (sodium acetate), Cl.O1C2=C(C=C1)C=CC=C2N2CCNCC2 (1-(benzo[b]furan-7-yl)-piperazine hydrochloride), Cl (HCl), C(#N)[BH3-].[Na+] (sodium cyanoborohydride). The solvent is CO (methanol), CC(=O)C (acetone), C(C)(=O)O (acetic acid), C(C)(=O)OCC (ethyl acetate). Conditions: time 3 hour. The product is Cl.O1C2=C(C=C1)C=CC=C2N2CCN(CC2)C(C)C (1-(Benzo[b]furan-7-yl)-4-isopropylpiperazine hydrochloride). RXN SMILES: [C:1]([O-])(=O)[CH3:2].[Na+].[ClH:6].[O:7]1[CH:11]=[CH:10][C:9]2[CH:12]=[CH:13][CH:14]=[C:15]([N:16]3[CH2:21][CH2:20][NH:19][CH2:18][CH2:17]3)[C:8]1=2.[C:22]([BH3-])#N.[Na+].Cl>CO.C(OCC)(=O)C.CC(C)=O.C(O)(=O)C>[ClH:6].[O:7]1[CH:11]=[CH:10][C:9]2[CH:12]=[CH:13][CH:14]=[C:15]([N:16]3[CH2:21][CH2:20][N:19]([CH:1]([CH3:2])[CH3:22])[CH2:18][CH2:17]3)[C:8]1=2 |f:0.1,2.3,4.5,11.12|. Procedure details: 0.36 Ml of acetic acid, 0.52 g of sodium acetate and 1.0 ml of acetone were added successively to a solution of 6.28 mmol (1.50 g) of 1-(benzo[b]furan-7-yl)-piperazine hydrochloride in 20 ml of methanol at room temperature. After stirring for 30 minutes at room temperature 0.38 g of sodium cyanoborohydride were added to the reaction mixture and stirring was continued for 3 hours. After evaporation in vacuo the residue was purified by means of flash-chromatography on silica gel. The fractions con...